This data is from the Open Reaction Database (ORD), a public repository of structured organic reaction records. The task is: describe an organic reaction: reactants, conditions, products, and yield RXN SMILES: [Br:1][c:2]1[cH:3][c:4]([N+:13]([O-:14])=[O:15])[c:5]([NH:6][CH2:7][CH:8]2[CH2:9][CH2:10]2)[cH:11][cH:12]1.[CH3:18][CH2:19][OH:20].[Cl-:16].[Fe:22].[NH4+:17].[OH2:21]>>[Br:1][c:2]1[cH:3][c:4]([NH2:13])[c:5]([NH:6][CH2:7][CH:8]2[CH2:9][CH2:10]2)[cH:11][cH:12]1. Product: Nc1cc(Br)ccc1NCC1CC1. The reactants are O=[N+]([O-])c1cc(Br)ccc1NCC1CC1, CCO, [Cl-], [Fe], [NH4+], O. Reactants: P(=O)(Cl)(Cl)Cl (phosphorus oxychloride), C(C)N(C1=CC=CC=C1)CC (N,N-diethyl aniline), COC=1C(=NC(=NC1)SC)O (5-Methoxy-2-methylsulfanyl-pyrimidin-4-ol). Solvent: C(C)#N (acetonitrile). Product: ClC1=NC(=NC=C1OC)SC (4-chloro-5-methoxy-2-methylsulfanyl-pyrimidine). As a reaction SMILES: [CH3:1][O:2][C:3]1[C:4](O)=[N:5][C:6]([S:9][CH3:10])=[N:7][CH:8]=1.P(Cl)(Cl)([Cl:14])=O.C(N(CC)C1C=CC=CC=1)C>C(#N)C>[Cl:14][C:4]1[C:3]([O:2][CH3:1])=[CH:8][N:7]=[C:6]([S:9][CH3:10])[N:5]=1. Reported procedure: 5-Methoxy-2-methylsulfanyl-pyrimidin-4-ol (250 mg) is dissolved in acetonitrile (7 ml) and thereto are added phosphorus oxychloride (0.7 ml) and N,N-diethyl aniline (460 μl) and the mixture is heated under reflux for 5.5 hours. The reaction solution is evaporated azeotropically with toluene three times, and to the residue are added aqueous citric acid solution and chloroform, and the mixture is separated. The organic layer is washed with a saturated brine, dried over magnesium sulfate, and conce... Reactants: CCOC(=O)CCCCC(=O)[O-], ClCCl, CCOCC, CN(C)c1ccncc1, CC(N)C(Cc1ccc(Cl)c(Cl)c1)c1ccc(-c2ccccc2)cc1. Yields the product CC(NC(=O)CCCCC(=O)O)C(Cc1ccc(Cl)c(Cl)c1)c1ccc(-c2ccccc2)cc1. Reaction SMILES: [C:26]([CH2:27][CH2:28][CH2:29][CH2:30][C:31](=[O:32])[O-:33])(=[O:34])[O:35][CH2:36][CH3:37].[CH2:47]([Cl:48])[Cl:49].[CH2:50]([O:51][CH2:52][CH3:53])[CH3:54].[CH3:38][N:39]([CH3:40])[c:41]1[cH:42][cH:43][n:44][cH:45][cH:46]1.[c:1]1(-[c:20]2[cH:21][cH:22][cH:23][cH:24][cH:25]2)[cH:2][cH:3][c:4]([CH:7]([CH:8]([CH3:9])[NH2:10])[CH2:11][c:12]2[cH:13][c:14]([Cl:19])[c:15]([Cl:18])[cH:16][cH:17]2)[cH:5][cH:6]1>>[c:1]1(-[c:20]2[cH:21][cH:22][cH:23][cH:24][cH:25]2)[cH:2][cH:3][c:4]([CH:7]([CH:8]([CH3:9])[NH:10][C:26]([CH2:27][CH2:28][CH2:29][CH2:30][C:31](=[O:32])[OH:33])=[O:34])[CH2:11][c:12]2[cH:13][c:14]([Cl:19])[c:15]([Cl:18])[cH:16][cH:17]2)[cH:5][cH:6]1. Reaction SMILES: [C:17](=[O:18])([O-:19])[O-:20].[CH3:1][Si:2]([CH3:3])([CH3:4])[C:5]#[C:6][CH:7]1[CH2:8][CH2:9][C:10]2([O:11][CH2:12][CH2:13][O:14]2)[CH2:15][CH2:16]1.[CH3:23][OH:24].[K+:21].[K+:22]>>[CH:5]#[C:6][CH:7]1[CH2:8][CH2:9][C:10]2([O:11][CH2:12][CH2:13][O:14]2)[CH2:15][CH2:16]1. Reactants: O=C([O-])[O-], C[Si](C)(C)C#CC1CCC2(CC1)OCCO2, CO, [K+], [K+]. Yields the product C#CC1CCC2(CC1)OCCO2. As a reaction SMILES: C([O:8][CH2:9][CH2:10][N:11]1[CH2:16][CH2:15][N:14]([C:17]2[CH:22]=[CH:21][C:20]([C:23]3[CH:24]=[C:25]4[C:31]([C:32]5[C:33]([CH3:46])=[N:34][N:35]([CH2:38][C:39]6[CH:44]=[CH:43][CH:42]=[C:41]([F:45])[CH:40]=6)[C:36]=5[CH3:37])=[CH:30][N:29]([S:47]([C:50]5[CH:56]=[CH:55][C:53]([CH3:54])=[CH:52][CH:51]=5)(=[O:49])=[O:48])[C:26]4=[N:27][CH:28]=3)=[CH:19][CH:18]=2)[CH2:13][CH2:12]1)C1C=CC=CC=1>FC(F)(F)C(O)=O.C1(C)C=CC=CC=1>[F:45][C:41]1[CH:40]=[C:39]([CH:44]=[CH:43][CH:42]=1)[CH2:38][N:35]1[C:36]([CH3:37])=[C:32]([C:31]2[C:25]3[C:26](=[N:27][CH:28]=[C:23]([C:20]4[CH:21]=[CH:22][C:17]([N:14]5[CH2:13][CH2:12][N:11]([CH2:10][CH2:9][OH:8])[CH2:16][CH2:15]5)=[CH:18][CH:19]=4)[CH:24]=3)[N:29]([S:47]([C:50]3[CH:51]=[CH:52][C:53]([CH3:54])=[CH:55][CH:56]=3)(=[O:48])=[O:49])[CH:30]=2)[C:33]([CH3:46])=[N:34]1 |f:1.2|. Product: FC=1C=C(CN2N=C(C(=C2C)C2=CN(C3=NC=C(C=C32)C3=CC=C(C=C3)N3CCN(CC3)CCO)S(=O)(=O)C3=CC=C(C)C=C3)C)C=CC1 (2-(4-(4-(3-(1-(3-fluorobenzyl)-3,5-dimethyl-1H-pyrazol-4-yl)-1-tosyl-1H-pyrrolo[2,3-b]pyridin-5-yl)phenyl)piperazin-1-yl)ethanol). Run at temperature 70 celsius. The reactants are C(C1=CC=CC=C1)OCCN1CCN(CC1)C1=CC=C(C=C1)C=1C=C2C(=NC1)N(C=C2C=2C(=NN(C2C)CC2=CC(=CC=C2)F)C)S(=O)(=O)C2=CC=C(C)C=C2 (5-(4-(4-(2-(benzyloxy)ethyl)piperazin-1-yl)phenyl)-3-(1-(3-fluorobenzyl)-3,5-dimethyl-1H-pyrazol-4-yl)-1-tosyl-1H-pyrrolo[2,3-b]pyridine). The yield is 157.1%. Run in FC(C(=O)O)(F)F.C1(=CC=CC=C1)C (trifluoroacetic acid toluene). Procedure: 5-(4-(4-(2-(benzyloxy)ethyl)piperazin-1-yl)phenyl)-3-(1-(3-fluorobenzyl)-3,5-dimethyl-1H-pyrazol-4-yl)-1-tosyl-1H-pyrrolo[2,3-b]pyridine (150 mg, 0.195 mmol) was dissolved in trifluoroacetic acid/toluene (5/5 ml) and heated to 70° C. for overnight. Solvents evaporated off to yield 208 mg of the crude titled compound. Starting materials: CO, N#Cc1cccc(F)c1. The product is COC(=N)c1cccc(F)c1. RXN SMILES: [CH3:10][OH:11].[F:1][c:2]1[cH:3][c:4]([C:5]#[N:6])[cH:7][cH:8][cH:9]1>>[F:1][c:2]1[cH:3][c:4]([C:5](=[NH:6])[O:11][CH3:10])[cH:7][cH:8][cH:9]1. Starting materials: COC(=O)c1cc2c(C=Cc3cccs3)n[nH]c2cc1F, CO, Cl, [Na+], [OH-]. The product is O=C(O)c1cc2c(C=Cc3cccs3)n[nH]c2cc1F. RXN SMILES: [CH3:1][O:2][C:3](=[O:4])[c:5]1[cH:6][c:7]2[c:8]([CH:15]=[CH:16][c:17]3[s:18][cH:19][cH:20][cH:21]3)[n:9][nH:10][c:11]2[cH:12][c:13]1[F:14].[CH3:25][OH:26].[ClH:24].[Na+:23].[OH-:22]>>[O:2]=[C:3]([OH:4])[c:5]1[cH:6][c:7]2[c:8]([CH:15]=[CH:16][c:17]3[s:18][cH:19][cH:20][cH:21]3)[n:9][nH:10][c:11]2[cH:12][c:13]1[F:14].